describe an organic reaction: reactants, conditions, products, and yield From a dataset of the Open Reaction Database (ORD), a public repository of structured organic reaction records. Starting materials: CC(C)C1=CC=C(C=C1)C#C[Si](C)(C)C (1-(4-(2-propyl)phenyl)-2-trimethylsilylacetylene), C([O-])([O-])=O.[K+].[K+] (potassium carbonate). Solvent: CO (methanol), O (water). Run at time 2 hour. Yields the product CC(C)C1=CC=C(C=C1)C#C (4-(2-propyl)phenylacetylene). As a reaction SMILES: [CH3:1][CH:2]([C:4]1[CH:9]=[CH:8][C:7]([C:10]#[C:11][Si](C)(C)C)=[CH:6][CH:5]=1)[CH3:3].C(=O)([O-])[O-].[K+].[K+]>CO.O>[CH3:3][CH:2]([C:4]1[CH:5]=[CH:6][C:7]([C:10]#[CH:11])=[CH:8][CH:9]=1)[CH3:1] |f:1.2.3|. Reported procedure: The crude 1-(4-(2-propyl)phenyl)-2-trimethylsilylacetylene was dissolved in methanol (100 mL). Aqueous 1M potassium carbonate solution (25 mL) was added and the reaction stirred at room temperature for 2 hours. The reaction mixture was then diluted with water and extracted with pentane. The organic layers were combined, dried with magnesium sulfate, and evaporated under reduced pressure without heating to give crude 4-(2-propyl)phenylacetylene. The reactants are Cl (hydrochloric acid), O (water), N-(4-[2-(4-methyl-2-oxo-piperidine-1-carboxamide)-ethyl]-benzenesulfonyl)-N'-cyclohexyl-isourea methyl ether, CC1CC(N(CC1)C(=O)NCCC1=CC=C(C=C1)S(=O)(=O)NC(=S)NC1CCCCC1)=O (N-(4-[2-(4-methyl-2-oxo-piperidine-1-carboxamido)-ethyl]-benzenesulfonyl)-N'-cyclohexyl-thiourea), CO (methanol). The reagents and catalysts are [Hg]=O (mercury oxide). Run in O1CCOCC1 (dioxan). The product is CC1CC(N(CC1)C(=O)NCCC1=CC=C(C=C1)S(=O)(=O)NC(=O)NC1CCCCC1)=O (N-(4-[2-(4-methyl-2-oxo-piperidine-1-carboxamido)-ethyl]-benzenesulfonyl)-N'-cyclohexyl urea). RXN SMILES: [CH3:1][CH:2]1[CH2:7][CH2:6][N:5]([C:8]([NH:10][CH2:11][CH2:12][C:13]2[CH:18]=[CH:17][C:16]([S:19]([NH:22][C:23]([NH:25][CH:26]3[CH2:31][CH2:30][CH2:29][CH2:28][CH2:27]3)=S)(=[O:21])=[O:20])=[CH:15][CH:14]=2)=[O:9])[C:4](=[O:32])[CH2:3]1.C[OH:34].Cl.O>O1CCOCC1.[Hg]=O>[CH3:1][CH:2]1[CH2:7][CH2:6][N:5]([C:8]([NH:10][CH2:11][CH2:12][C:13]2[CH:18]=[CH:17][C:16]([S:19]([NH:22][C:23]([NH:25][CH:26]3[CH2:31][CH2:30][CH2:29][CH2:28][CH2:27]3)=[O:34])(=[O:21])=[O:20])=[CH:15][CH:14]=2)=[O:9])[C:4](=[O:32])[CH2:3]1. Procedure details: 0.5 g N-(4-[2-(4-methyl-2-oxo-piperidine-1-carboxamide)-ethyl]-benzenesulfonyl)-N'-cyclohexyl-isourea methyl ether (m.p. 138°-140° C., prepared by desulfurization of N-(4-[2-(4-methyl-2-oxo-piperidine-1-carboxamido)-ethyl]-benzenesulfonyl)-N'-cyclohexyl-thiourea with mercury oxide in the presence of methanol) is dissolved in 5 ml of dioxan, and heated for a short time on a steam bath with 2 ml of concentrated hydrochloric acid. Subsequently, the water is added to the reaction mixture, the produc... The reactants are CN1CCCC1=O, Cc1cc([N+](=O)[O-])cc(C)c1Cl, O=S(=O)(c1ccc(F)cc1)c1cc(O)ccc1O, [H-], [Na+]. Product: Cc1cc([N+](=O)[O-])cc(C)c1Oc1ccc(O)c(S(=O)(=O)c2ccc(F)cc2)c1. Reaction SMILES: [CH3:33][N:34]1[CH2:35][CH2:36][CH2:37][C:38]1=[O:39].[Cl:21][c:22]1[c:23]([CH3:32])[cH:24][c:25]([N+:29](=[O:30])[O-:31])[cH:26][c:27]1[CH3:28].[F:1][c:2]1[cH:3][cH:4][c:5]([S:8](=[O:9])(=[O:10])[c:11]2[c:12]([OH:18])[cH:13][cH:14][c:15]([OH:17])[cH:16]2)[cH:6][cH:7]1.[H-:20].[Na+:19]>>[F:1][c:2]1[cH:3][cH:4][c:5]([S:8](=[O:9])(=[O:10])[c:11]2[c:12]([OH:18])[cH:13][cH:14][c:15]([O:17][c:22]3[c:23]([CH3:32])[cH:24][c:25]([N+:29](=[O:30])[O-:31])[cH:26][c:27]3[CH3:28])[cH:16]2)[cH:6][cH:7]1. Reactants: Cc1ccccc1, CCOCC, Nc1ncccc1OCc1ccc(Cl)cc1, S=C=Nc1ccccc1. Yields the product S=C(Nc1ccccc1)Nc1ncccc1OCc1ccc(Cl)cc1. Reaction SMILES: [CH3:26][c:27]1[cH:28][cH:29][cH:30][cH:31][cH:32]1.[CH3:33][CH2:34][O:35][CH2:36][CH3:37].[NH2:1][c:2]1[n:3][cH:4][cH:5][cH:6][c:7]1[O:8][CH2:9][c:10]1[cH:11][cH:12][c:13]([Cl:16])[cH:14][cH:15]1.[c:17]1([N:23]=[C:24]=[S:25])[cH:18][cH:19][cH:20][cH:21][cH:22]1>>[NH:1]([c:2]1[n:3][cH:4][cH:5][cH:6][c:7]1[O:8][CH2:9][c:10]1[cH:11][cH:12][c:13]([Cl:16])[cH:14][cH:15]1)[C:24]([NH:23][c:17]1[cH:18][cH:19][cH:20][cH:21][cH:22]1)=[S:25]. The reactants are C1(CCCCC1)NC1CCCCC1 (dicyclohexylamine), C([O-])([O-])=O.[K+].[K+] (potassium carbonate), BrCC(C(=O)N1CSC[C@H]1C(=O)O)C (3-(3-bromo-2-methylpropionyl)-4(R)-thiazolidinecarboxylic acid), ClC1=C(C=C(C(=S)[O-])C=C1)S(N)(=O)=O.[K+] (potassium 4-chloro-3-sulfamoyl-thiobenzoate). Solvent: O (water). Yields the product C1(CCCCC1)NC1CCCCC1 (dicyclohexylamine), ClC1=C(C=C(C(=O)SC[C@H](C(=O)N2CSC[C@H]2C(=O)O)C)C=C1)S(N)(=O)=O (3-[3-(4-chloro-3-sulfamoylbenzoylthio)-2(S)-methylpropionyl]-4(R)-thiazolidinecarboxylic acid). Reaction SMILES: C(=O)([O-])[O-].[K+].[K+].Br[CH2:8][CH:9]([CH3:20])[C:10]([N:12]1[C@H:16]([C:17]([OH:19])=[O:18])[CH2:15][S:14][CH2:13]1)=[O:11].[Cl:21][C:22]1[CH:30]=[CH:29][C:25]([C:26]([O-:28])=[S:27])=[CH:24][C:23]=1[S:31](=[O:34])(=[O:33])[NH2:32].[K+].[CH:36]1([NH:42][CH:43]2[CH2:48][CH2:47][CH2:46][CH2:45][CH2:44]2)[CH2:41][CH2:40][CH2:39][CH2:38][CH2:37]1>O>[CH:43]1([NH:42][CH:36]2[CH2:37][CH2:38][CH2:39][CH2:40][CH2:41]2)[CH2:44][CH2:45][CH2:46][CH2:47][CH2:48]1.[Cl:21][C:22]1[CH:30]=[CH:29][C:25]([C:26]([S:27][CH2:8][C@@H:9]([CH3:20])[C:10]([N:12]2[C@H:16]([C:17]([OH:19])=[O:18])[CH2:15][S:14][CH2:13]2)=[O:11])=[O:28])=[CH:24][C:23]=1[S:31](=[O:34])(=[O:33])[NH2:32] |f:0.1.2,4.5|. Reported procedure: A solution of 1.4 g of potassium carbonate in 30 ml of water is added to 2.8 g of 3-(3-bromo-2-methylpropionyl)-4(R)-thiazolidinecarboxylic acid whereupon 3 g of potassium 4-chloro-3-sulfamoyl-thiobenzoate is added slowly under ice-cooling and stirring, and the resulting mixture is stirred at room temperature for 4 hours. The reaction mixture is then treated in an analogous manner of Example 1, and the oily residue thus obtained is converted in a conventional manner into the dicyclohexylamine sa... Reactants: N1(C=NC=C1)C1=NS(C2=C(N1)C=CC(=C2)C(F)(F)F)(=O)=O (3-(Imidazol-1-yl)-7-trifluoromethyl-4H-1,2,4-benzothiadiazine 1,1-dioxide), C(C)(CC)N (sec-butylamine). The product is C(C)(CC)NC1=NS(C2=C(N1)C=CC(=C2)C(F)(F)F)(=O)=O (3-sec-Butylamino-7-trifluoromethyl-4H-1,2,4-benzothiadiazine 1,1-dioxide). Reaction SMILES: N1([C:6]2[NH:11][C:10]3[CH:12]=[CH:13][C:14]([C:16]([F:19])([F:18])[F:17])=[CH:15][C:9]=3[S:8](=[O:21])(=[O:20])[N:7]=2)C=CN=C1.[CH:22]([NH2:26])([CH2:24][CH3:25])[CH3:23]>>[CH:22]([NH:26][C:6]1[NH:11][C:10]2[CH:12]=[CH:13][C:14]([C:16]([F:18])([F:17])[F:19])=[CH:15][C:9]=2[S:8](=[O:21])(=[O:20])[N:7]=1)([CH2:24][CH3:25])[CH3:23]. Procedure: 3-(Imidazol-1-yl)-7-trifluoromethyl-4H-1,2,4-benzothiadiazine 1,1-dioxide was treated with sec-butylamine according to the general procedure Method A to give the title compound; m.p. 234-236° C. Reactants: ClCC1=NN=C(O1)C1=CC=C(C=C1)C1=CC(=CC=C1C)C(=O)NC1CC1 (4′-[5-(chloromethyl)-1,3,4-oxadiazol-2-yl]-N-cyclopropyl-6-methyl-1,1′-biphenyl-3-carboxamide), ClCC1=NN=C(O1)C1=CC=C(C=C1)C1=CC(=CC=C1C)C(=O)NC1CC1 (4′-[5-(chloromethyl)-1,3,4-oxadiazol-2-yl]-N-cyclopropyl-6-methyl-1,1′-biphenyl-3-carboxamide), [I-].[K+] (potassium iodide). Run in C1(CC1)N (cyclopropylamine). Reaction conditions: time 18 hour. Product: C1(CC1)NC(=O)C=1C=C(C(=CC1)C)C1=CC=C(C=C1)C=1OC(=NN1)CNC1CC1 (N-Cyclopropyl-4′-{5-[(cyclopropylamino)methyl]-1,3,4-oxadiazol-2-yl}-6-methyl-1,1′-biphenyl-3-carboxamide). As a reaction SMILES: Cl[CH2:2][C:3]1[O:7][C:6]([C:8]2[CH:13]=[CH:12][C:11]([C:14]3[C:19]([CH3:20])=[CH:18][CH:17]=[C:16]([C:21]([NH:23][CH:24]4[CH2:26][CH2:25]4)=[O:22])[CH:15]=3)=[CH:10][CH:9]=2)=[N:5][N:4]=1.[I-].[K+]>C1(N)CC1>[CH:24]1([NH:23][C:21]([C:16]2[CH:15]=[C:14]([C:11]3[CH:12]=[CH:13][C:8]([C:6]4[O:7][C:3]([CH2:2][NH:23][CH:24]5[CH2:26][CH2:25]5)=[N:4][N:5]=4)=[CH:9][CH:10]=3)[C:19]([CH3:20])=[CH:18][CH:17]=2)=[O:22])[CH2:26][CH2:25]1 |f:1.2|. Procedure: 4′-[5-(Chloromethyl)-1,3,4-oxadiazol-2-yl]-N-cyclopropyl-6-methyl-1,1′-biphenyl-3-carboxamide (Intermediate 45) (37 mg) and potassium iodide (5 mg) were mixed in cyclopropylamine (3 ml) and the reaction stirred at room temperature for 18 hours. The excess amine was evaporated under vacuum and the residue purified by bond-elut (silica), eluting with an ethyl acetate/cyclohexane gradient. After evaporation of the solvent this gave N-cyclopropyl-4′-{5-[(cyclopropylamino)methyl]-1,3,4-oxadiazol-2-yl...